Dataset: the Open Reaction Database (ORD), a public repository of structured organic reaction records. Task: describe an organic reaction: reactants, conditions, products, and yield Reactants: C(CCCCCCCCCCCCCCC)NC1=CC=C(C(=O)[O-])C=C1.[Na+] (sodium 4-(n-hexadecylamino)benzoate), ClCC(CO)O (3-chloro-1,2-propanediol). The solvent is CN(P(=O)(N(C)C)N(C)C)C (hexamethylphosphoramide). The product is C(CCCCCCCCCCCCCCC)NC1=CC=C(C(=O)OCC(CO)O)C=C1 (2,3-dihydroxypropyl 4-(n-hexadecylamino)benzoate). RXN SMILES: [CH2:1]([NH:17][C:18]1[CH:26]=[CH:25][C:21]([C:22]([O-:24])=[O:23])=[CH:20][CH:19]=1)[CH2:2][CH2:3][CH2:4][CH2:5][CH2:6][CH2:7][CH2:8][CH2:9][CH2:10][CH2:11][CH2:12][CH2:13][CH2:14][CH2:15][CH3:16].[Na+].Cl[CH2:29][CH:30]([OH:33])[CH2:31][OH:32]>CN(C)P(N(C)C)(N(C)C)=O>[CH2:1]([NH:17][C:18]1[CH:19]=[CH:20][C:21]([C:22]([O:24][CH2:29][CH:30]([OH:33])[CH2:31][OH:32])=[O:23])=[CH:25][CH:26]=1)[CH2:2][CH2:3][CH2:4][CH2:5][CH2:6][CH2:7][CH2:8][CH2:9][CH2:10][CH2:11][CH2:12][CH2:13][CH2:14][CH2:15][CH3:16] |f:0.1|. Procedure details: A solution of 57.5 g of sodium 4-(n-hexadecylamino)benzoate and 55.0 g of 3-chloro-1,2-propanediol in 350 ml of hexamethylphosphoramide is treated in the manner described in Example 3 to yield 2,3-dihydroxypropyl 4-(n-hexadecylamino)benzoate melting at 112°-113° C.